Dataset: the Open Reaction Database (ORD), a public repository of structured organic reaction records. Task: describe an organic reaction: reactants, conditions, products, and yield Reactants: CC1=NN2C(N=C(C(=C2)C2=CC=CC=C2)C2=CC=C(C=O)C=C2)=N1 (4-(2-methyl-6-phenyl[1,2,4]triazolo[1,5-a]pyrimidin-5-yl)benzaldehyde), Cl.FC=1C=CC2=C(NC(=N2)C2CCNCC2)C1 (6-fluoro-2-piperidine-4-yl-1H-benzimidazole hydrochloride salt), [BH-](OC(=O)C)(OC(=O)C)OC(=O)C.[Na+] (NaBH(OAc)3). Run at time 5 day. The product is FC=1C=CC2=C(NC(=N2)C2CCN(CC2)CC2=CC=C(C=C2)C2=NC=3N(C=C2C2=CC=CC=C2)N=C(N3)C)C1 (5-{4-[4-(6-fluoro-1H-benzoimidazol-2-yl)-piperidin-1-ylmethyl]-phenyl}-2-methyl-6-phenyl-[1,2,4]triazolo[1,5-a]pyrimidine). RXN SMILES: [CH3:1][C:2]1[N:24]=[C:5]2[N:6]=[C:7]([C:16]3[CH:23]=[CH:22][C:19]([CH:20]=O)=[CH:18][CH:17]=3)[C:8]([C:10]3[CH:15]=[CH:14][CH:13]=[CH:12][CH:11]=3)=[CH:9][N:4]2[N:3]=1.Cl.[F:26][C:27]1[CH:28]=[CH:29][C:30]2[N:34]=[C:33]([CH:35]3[CH2:40][CH2:39][NH:38][CH2:37][CH2:36]3)[NH:32][C:31]=2[CH:41]=1.[BH-](OC(C)=O)(OC(C)=O)OC(C)=O.[Na+]>>[F:26][C:27]1[CH:28]=[CH:29][C:30]2[N:34]=[C:33]([CH:35]3[CH2:36][CH2:37][N:38]([CH2:20][C:19]4[CH:22]=[CH:23][C:16]([C:7]5[C:8]([C:10]6[CH:15]=[CH:14][CH:13]=[CH:12][CH:11]=6)=[CH:9][N:4]6[N:3]=[C:2]([CH3:1])[N:24]=[C:5]6[N:6]=5)=[CH:17][CH:18]=4)[CH2:39][CH2:40]3)[NH:32][C:31]=2[CH:41]=1 |f:1.2,3.4|. Procedure: 200 mg (0.64 mmol)-4-(2-methyl-6-phenyl[1,2,4]triazolo[1,5-a]pyrimidin-5-yl)benzaldehyde and 184 mg (0.76 mmol) 6-fluoro-2-piperidine-4-yl-1H-benzimidazole hydrochloride salt were treated as described in example 2.0. Additional NaBH(OAc)3 has been added after 24 and 26 hours (two equivalents each). After stirring at room temperature for five days and the usual workup und purification 142 mg of the desired compound have been obtained. Procedure: NaBH4 (289 mg, 7.6 mmol) was added to a solution of 1-tert-butyl-2-fluoro-4-nitrobenzene (750 mg, 3.8 mmol) and NiCl2.6H2O (2.6 g, 11.4 mmol) in MeOH (15 mL) at −15° C. After addition, the mixture was stirred for 2 minutes and water was added to quench the reaction. The mixture was extracted with ethyl acetate (50 mL×3). The combined organic layers were dried over anhydrous Na2SO4 and evaporated in vacuo to afford 4-tert-butyl-3-fluoroaniline (470 mg, 74%). 1H NMR (400 MHz, CDCl3) δ 7.08-7.02 (m... Conditions: time 2 minute. The solvent is CO (MeOH). The product is C(C)(C)(C)C1=C(C=C(N)C=C1)F (4-tert-butyl-3-fluoroaniline). Yield: 74.0%. Starting materials: O (water), [BH4-].[Na+] (NaBH4), C(C)(C)(C)C1=C(C=C(C=C1)[N+](=O)[O-])F (1-tert-butyl-2-fluoro-4-nitrobenzene), NiCl2.6H2O. As a reaction SMILES: [BH4-].[Na+].[C:3]([C:7]1[CH:12]=[CH:11][C:10]([N+:13]([O-])=O)=[CH:9][C:8]=1[F:16])([CH3:6])([CH3:5])[CH3:4].O>CO>[C:3]([C:7]1[CH:12]=[CH:11][C:10]([NH2:13])=[CH:9][C:8]=1[F:16])([CH3:6])([CH3:4])[CH3:5] |f:0.1|. Reaction SMILES: [BH4-:26].[Br-:22].[CH2:30]1[O:31][CH2:32][CH2:33][CH2:34]1.[CH3:23][S:24][CH3:25].[CH3:35][OH:36].[Cl-:28].[F:1][c:2]1[c:3]([CH:11]2[CH2:12][N:13]([CH2:19][CH:20]=[CH2:21])[S:14](=[O:17])(=[O:18])[CH2:15][CH2:16]2)[cH:4][cH:5][c:6]([N+:8]([O-:9])=[O:10])[cH:7]1.[NH4+:29].[Na+:27]>>[F:1][c:2]1[c:3]([CH:11]2[CH2:12][N:13]([CH2:19][CH:20]=[CH2:21])[S:14](=[O:17])(=[O:18])[CH2:15][CH2:16]2)[cH:4][cH:5][c:6]([NH2:8])[cH:7]1. The reactants are [BH4-], [Br-], C1CCOC1, CSC, CO, [Cl-], C=CCN1CC(c2ccc([N+](=O)[O-])cc2F)CCS1(=O)=O, [NH4+], [Na+]. The product is C=CCN1CC(c2ccc(N)cc2F)CCS1(=O)=O. Starting materials: CC(=O)OI1(C=2C=CC=CC2C(=O)O1)(OC(=O)C)OC(=O)C (Dess-Martin periodinane), FC1=C2C=CC=NC2=CC(=C1C(O)C1=CN=C2N1N=C(C=C2)C=2C=NN(C2)C)F ((rac)-(5,7-Difluoro-quinolin-6-yl)-[6-(1-methyl-1H-pyrazol-4-yl)-imidazo[1,2-b]pyridazin-3-yl]-methanol), [OH-].[Na+] (NaOH). Solvent: C(Cl)Cl (DCM). Run at time 1 hour. The product is FC1=C2C=CC=NC2=CC(=C1C(=O)C1=CN=C2N1N=C(C=C2)C=2C=NN(C2)C)F ((5,7-Difluoro-quinolin-6-yl)-[6-(1-methyl-1H-pyrazol-4-yl)-imidazo[1,2-b]pyridazin-3-yl]-methanone). RXN SMILES: [F:1][C:2]1[C:11]([CH:12]([C:14]2[N:18]3[N:19]=[C:20]([C:23]4[CH:24]=[N:25][N:26]([CH3:28])[CH:27]=4)[CH:21]=[CH:22][C:17]3=[N:16][CH:15]=2)[OH:13])=[C:10]([F:29])[CH:9]=[C:8]2[C:3]=1[CH:4]=[CH:5][CH:6]=[N:7]2.CC(OI1(OC(C)=O)(OC(C)=O)OC(=O)C2C=CC=CC1=2)=O.[OH-].[Na+]>C(Cl)Cl>[F:1][C:2]1[C:11]([C:12]([C:14]2[N:18]3[N:19]=[C:20]([C:23]4[CH:24]=[N:25][N:26]([CH3:28])[CH:27]=4)[CH:21]=[CH:22][C:17]3=[N:16][CH:15]=2)=[O:13])=[C:10]([F:29])[CH:9]=[C:8]2[C:3]=1[CH:4]=[CH:5][CH:6]=[N:7]2 |f:2.3|. Procedure details: (rac)-(5,7-Difluoro-quinolin-6-yl)-[6-(1-methyl-1H-pyrazol-4-yl)-imidazo[1,2-b]pyridazin-3-yl]-methanol (Stage 191.3, 1.0 g, 2.55 mmol) was dissolved in DCM (25.5 mL) and Dess-Martin periodinane (1.621 g, 3.82 mmol) was added. The RM was stirred for 1 h at rt and then 2.5 M NaOH solution was added. The RM was extracted with EtOAc/MeOH (9:1) twice. The organics were joined and washed with brine, dried over Na2SO4 and the solvent was removed. The residue was purified by MPLC with DCM and MeOH to a... The reactants are Cc1cc(CBr)no1, CC(C)N1CCC(Oc2ccc3c(c2)cc2n3C(C)CNC2=O)CC1, [H-], [Na+]. Yields the product Cc1cc(CN2CC(C)n3c(cc4cc(OC5CCN(C(C)C)CC5)ccc43)C2=O)no1. As a reaction SMILES: [Br:28][CH2:29][c:30]1[n:31][o:32][c:33]([CH3:35])[cH:34]1.[CH:1]([CH3:2])([CH3:3])[N:4]1[CH2:5][CH2:6][CH:7]([O:10][c:11]2[cH:12][c:13]3[cH:14][c:15]4[n:16]([c:17]3[cH:18][cH:19]2)[CH:20]([CH3:25])[CH2:21][NH:22][C:23]4=[O:24])[CH2:8][CH2:9]1.[H-:26].[Na+:27]>>[CH:1]([CH3:2])([CH3:3])[N:4]1[CH2:5][CH2:6][CH:7]([O:10][c:11]2[cH:12][c:13]3[cH:14][c:15]4[n:16]([c:17]3[cH:18][cH:19]2)[CH:20]([CH3:25])[CH2:21][N:22]([CH2:29][c:30]2[n:31][o:32][c:33]([CH3:35])[cH:34]2)[C:23]4=[O:24])[CH2:8][CH2:9]1. As a reaction SMILES: [NH3:14].[O-:1][N+:2](=[O:3])[c:4]1[cH:5][cH:6][cH:7][c:8]2[cH:9][cH:10][cH:11][cH:12][c:13]12>>[NH2:2][c:4]1[cH:5][cH:6][cH:7][c:8]2[cH:9][cH:10][cH:11][cH:12][c:13]12. Reactants: N, O=[N+]([O-])c1cccc2ccccc12. Product: Nc1cccc2ccccc12. Reactants: Cc1cc(O)ccc1Br, O=C([O-])[O-], CCCOCCCl, [I-], [K+], [K+], [Na+], CN(C)C=O, O. Product: CCCOCCOc1ccc(Br)c(C)c1. As a reaction SMILES: [Br:1][c:2]1[c:3]([CH3:9])[cH:4][c:5]([OH:8])[cH:6][cH:7]1.[C:10](=[O:11])([O-:12])[O-:13].[Cl:18][CH2:19][CH2:20][O:21][CH2:22][CH2:23][CH3:24].[I-:17].[K+:14].[K+:15].[Na+:16].[O:25]=[CH:26][N:27]([CH3:28])[CH3:29].[OH2:30]>>[Br:1][c:2]1[c:3]([CH3:9])[cH:4][c:5]([O:8][CH2:19][CH2:20][O:21][CH2:22][CH2:23][CH3:24])[cH:6][cH:7]1. Reactants: BrC1=C(C=CC(=C1)[N+](=O)[O-])OC (2-bromo-4-nitroanisole), ClC=1C=C(C=CC1)B(O)O (3-chlorophenylboronic acid), 1-1′-bis(diphenylphosphino)ferrocene, ClCCl (dichloromethane). Reagents/catalysts: Cl[Pd]Cl (dichloropalladium(II)). The solvent is COCCOC (ethylene glycol dimethyl ether), C([O-])([O-])=O.[Cs+].[Cs+] (cesium carbonate). Yields the product ClC=1C=C(C=CC1)C1=C(C=CC(=C1)[N+](=O)[O-])OC (2-(3-chlorophenyl)-4-nitroanisole). The yield is 92.0%. As a reaction SMILES: Br[C:2]1[CH:7]=[C:6]([N+:8]([O-:10])=[O:9])[CH:5]=[CH:4][C:3]=1[O:11][CH3:12].[Cl:13][C:14]1[CH:15]=[C:16](B(O)O)[CH:17]=[CH:18][CH:19]=1.ClCCl>COCCOC.C(=O)([O-])[O-].[Cs+].[Cs+].Cl[Pd]Cl>[Cl:13][C:14]1[CH:19]=[C:18]([C:2]2[CH:7]=[C:6]([N+:8]([O-:10])=[O:9])[CH:5]=[CH:4][C:3]=2[O:11][CH3:12])[CH:17]=[CH:16][CH:15]=1 |f:4.5.6|. Reported procedure: To a flask containing a bi-phasic mixture of 2-bromo-4-nitroanisole (15.0 g, 64.6 mmol) and 3-chlorophenylboronic acid (12.1 g, 77.6 mmol) in ethylene glycol dimethyl ether (187.5 mL) and 2.0 N aqueous cesium carbonate (97 mL) was added 1-1′-bis(diphenylphosphino)ferrocene)dichloropalladium(II), complex with dichloromethane (1:1) (1.5 g). The mixture was heated at reflux for 4 hours under a nitrogen atmosphere. The crude reaction mixture was partitioned between ethyl acetate (350 mL) and brine (... The reactants are BrC=1C=NC=C(C1)Br (3,5-dibromo-pyridine), ClC1=C(C=CC=C1)B(O)O (2-chlorophenylboronic acid). Yields the product BrC=1C=NC=C(C1)C1=C(C=CC=C1)Cl (3-Bromo-5-(2-chloro-phenyl)-pyridine). RXN SMILES: Br[C:2]1[CH:3]=[N:4][CH:5]=[C:6]([Br:8])[CH:7]=1.[Cl:9][C:10]1[CH:15]=[CH:14][CH:13]=[CH:12][C:11]=1B(O)O>>[Br:8][C:6]1[CH:5]=[N:4][CH:3]=[C:2]([C:11]2[CH:12]=[CH:13][CH:14]=[CH:15][C:10]=2[Cl:9])[CH:7]=1. Reported procedure: Prepared according to the procedure described in Example 1, Step 10, using 3,5-dibromo-pyridine and 2-chlorophenylboronic acid.